This data is from the Open Reaction Database (ORD), a public repository of structured organic reaction records. The task is: describe an organic reaction: reactants, conditions, products, and yield As a reaction SMILES: [C:31]([OH:32])([CH3:33])([CH3:34])[CH3:35].[CH3:1][C:2]12[C:3](=[O:21])[CH2:4][CH2:5][CH:6]1[CH:7]1[CH2:8][CH2:9][C:10]3=[CH:11][C:12](=[O:20])[CH2:13][CH2:14][C:15]3([CH3:16])[CH:17]1[CH2:18][CH2:19]2.[CH3:22][C:23]([CH3:24])([O-:25])[CH3:26].[CH3:28][Cl:29].[ClH:30].[K+:27].[OH2:36]>>[CH3:1][C:2]12[C:3](=[O:21])[CH2:4][CH2:5][CH:6]1[CH:7]1[CH2:8][CH2:9][C:10]3=[C:11]([CH3:22])[C:12](=[O:20])[CH2:13][CH2:14][C:15]3([CH3:16])[CH:17]1[CH2:18][CH2:19]2. Yields the product CC1=C2CCC3C4CCC(=O)C4(C)CCC3C2(C)CCC1=O. The reactants are CC(C)(C)O, CC12CCC3C(CCC4=CC(=O)CCC43C)C1CCC2=O, CC(C)(C)[O-], CCl, Cl, [K+], O. Starting materials: BrC=1C(=NN(C1)C1=CC(=C(C=C1)F)F)C(=O)OCC (ethyl 4-bromo-1-(3,4-difluorophenyl)-1H-pyrazole-3-carboxylate), 2,2-dicyclohexylphosphino-2″,6″-diisopropoxybiphenyl, CC1(OB(OC1(C)C)C=1C=C(C(=O)OC)C=CC1)C (methyl 3-(4,4,5,5-tetramethyl-1,3,2-dioxaborolan-2-yl)benzoate), C([O-])([O-])=O.[K+].[K+] (potassium carbonate). The reagents and catalysts are C(C)(=O)[O-].[Pd+2].C(C)(=O)[O-] (palladium (II)acetate). Run in C(C)O (ethanol). The product is FC=1C=C(C=CC1F)N1N=C(C(=C1)C1=CC(=CC=C1)C(=O)OCC)C(=O)OCC (Ethyl 1-(3,4-difluorophenyl)-4-[3-(ethoxycarbonyl)phenyl]-1H-pyrazole-3-carboxylate). RXN SMILES: Br[C:2]1[C:3]([C:15]([O:17][CH2:18][CH3:19])=[O:16])=[N:4][N:5]([C:7]2[CH:12]=[CH:11][C:10]([F:13])=[C:9]([F:14])[CH:8]=2)[CH:6]=1.CC1(C)C(C)(C)OB([C:28]2[CH:29]=[C:30]([CH:35]=[CH:36][CH:37]=2)[C:31]([O:33][CH3:34])=[O:32])O1.[C:39](=O)([O-])[O-].[K+].[K+]>C(O)C.C([O-])(=O)C.[Pd+2].C([O-])(=O)C>[F:14][C:9]1[CH:8]=[C:7]([N:5]2[CH:6]=[C:2]([C:36]3[CH:37]=[CH:28][CH:29]=[C:30]([C:31]([O:33][CH2:34][CH3:39])=[O:32])[CH:35]=3)[C:3]([C:15]([O:17][CH2:18][CH3:19])=[O:16])=[N:4]2)[CH:12]=[CH:11][C:10]=1[F:13] |f:2.3.4,6.7.8|. Procedure details: 180 mg (0.54 mmol) of ethyl 4-bromo-1-(3,4-difluorophenyl)-1H-pyrazole-3-carboxylate, 156.7 mg (0.59 mmol) of methyl 3-(4,4,5,5-tetramethyl-1,3,2-dioxaborolan-2-yl)benzoate, 158 mg (1.14 mmol) of potassium carbonate, 5.07 mg (0.011 mmol) of 2,2-dicyclohexylphosphino-2″,6″-diisopropoxybiphenyl and 1.22 mg (0.005 mmol) of palladium (II)acetate were suspended in 5 ml of ethanol and heated at the boil for 4 h. After cooling to room temperature, the solvent was removed under reduced pressure, the res...